From a dataset of the Open Reaction Database (ORD), a public repository of structured organic reaction records. describe an organic reaction: reactants, conditions, products, and yield Starting materials: C1(CCCCC1)C(O)C=1C(=NN(C1)C1=CC=C(C=C1)OC)C(C)C (cyclohexyl[1-(4-methoxyphenyl)-3-(1-methylethyl)-1H-pyrazol-4-yl]methanol), NC1=CC=C(C=C1)C(=O)NCCC(=O)OCC (ethyl 3-{[(4-aminophenyl)carbonyl]amino}propanoate). Product: C1(CCCCC1)C(C=1C(=NN(C1)C1=CC=C(C=C1)OC)C(C)C)NC1=CC=C(C=C1)C(=O)NCCC(=O)O (3-({[4-({cyclohexyl[1-(4-methoxyphenyl)-3-(1-methylethyl)-1H-pyrazol-4-yl]methyl}amino)phenyl]carbonyl}amino)propanoic acid). Yield: 30.8%. RXN SMILES: [CH:1]1([CH:7]([C:9]2[C:10]([CH:22]([CH3:24])[CH3:23])=[N:11][N:12]([C:14]3[CH:19]=[CH:18][C:17]([O:20][CH3:21])=[CH:16][CH:15]=3)[CH:13]=2)O)[CH2:6][CH2:5][CH2:4][CH2:3][CH2:2]1.[NH2:25][C:26]1[CH:31]=[CH:30][C:29]([C:32]([NH:34][CH2:35][CH2:36][C:37]([O:39]CC)=[O:38])=[O:33])=[CH:28][CH:27]=1>>[CH:1]1([CH:7]([NH:25][C:26]2[CH:27]=[CH:28][C:29]([C:32]([NH:34][CH2:35][CH2:36][C:37]([OH:39])=[O:38])=[O:33])=[CH:30][CH:31]=2)[C:9]2[C:10]([CH:22]([CH3:24])[CH3:23])=[N:11][N:12]([C:14]3[CH:19]=[CH:18][C:17]([O:20][CH3:21])=[CH:16][CH:15]=3)[CH:13]=2)[CH2:6][CH2:5][CH2:4][CH2:3][CH2:2]1. Procedure: Using cyclohexyl[1-(4-methoxyphenyl)-3-(1-methylethyl)-1H-pyrazol-4-yl]methanol (0.70 g) synthesized above and ethyl 3-{[(4-aminophenyl)carbonyl]amino}propanoate (0.52 g) synthesized in Example 1(2) and in the same manner as in Example 1(7), the title object compound (0.34 g, 30%) was obtained as a white solid. Starting materials: Cc1nc(-c2ccc(N)cc2)no1, NC(=O)c1cnc(NC2CCCCC2N)nc1Nc1ccc(-c2ccno2)cc1. Yields the product Cc1nc(-c2ccc(Nc3nc(NC4CCCCC4N)ncc3C(N)=O)cc2)no1. Reaction SMILES: [CH3:30][c:31]1[n:32][c:33](-[c:36]2[cH:37][cH:38][c:39]([NH2:40])[cH:41][cH:42]2)[n:34][o:35]1.[NH2:1][CH:2]1[CH:3]([NH:8][c:9]2[n:10][cH:11][c:12]([C:27](=[O:28])[NH2:29])[c:13]([NH:15][c:16]3[cH:17][cH:18][c:19](-[c:22]4[o:23][n:24][cH:25][cH:26]4)[cH:20][cH:21]3)[n:14]2)[CH2:4][CH2:5][CH2:6][CH2:7]1>>[NH2:1][CH:2]1[CH:3]([NH:8][c:9]2[n:10][cH:11][c:12]([C:27](=[O:28])[NH2:29])[c:13]([NH:15][c:16]3[cH:17][cH:18][c:19](-[c:33]4[n:32][c:31]([CH3:30])[o:35][n:34]4)[cH:20][cH:21]3)[n:14]2)[CH2:4][CH2:5][CH2:6][CH2:7]1. The reactants are CCCC(C)OCC(=O)C1=CC=CC=C1 (4-pentyloxyacetophenone), O1CCCC1 (tetrahydrofuran), Cl (HCl), C(C1=CC=C(C(=O)OC)C=C1)(=O)OC (dimethyl terephthalate), CC(C)([O-])C.[K+] (potassium t-butoxide), O1CCCC1 (tetrahydrofuran). Product: COC(=O)C1=CC=C(C=C1)C(CC(=O)C1=CC=C(C=C1)OCCCCC)=O (1-(4-Methoxycarbonylphenyl)-3-(4-pentyloxyphenyl)propane-1,3-dione). As a reaction SMILES: [C:1]([O:13]C)(=O)[C:2]1[CH:11]=[CH:10][C:5]([C:6]([O:8][CH3:9])=[O:7])=[CH:4][CH:3]=1.C[C:16]([CH3:19])([O-:18])[CH3:17].[K+].C[CH2:22][CH2:23][CH:24]([O:26][CH2:27][C:28]([C:30]1[CH:35]=[CH:34]C=CC=1)=O)[CH3:25].Cl.O1CCC[CH2:38]1>>[CH3:9][O:8][C:6]([C:5]1[CH:4]=[CH:3][C:2]([C:1](=[O:13])[CH2:17][C:16]([C:19]2[CH:22]=[CH:23][C:24]([O:26][CH2:27][CH2:28][CH2:30][CH2:35][CH3:34])=[CH:25][CH:38]=2)=[O:18])=[CH:11][CH:10]=1)=[O:7] |f:1.2|. Reported procedure: To a suspension of dimethyl terephthalate (1.94 g) and potassium t-butoxide (2.24 g) in tetrahydrofuran (30 ml) was added 4-pentyloxyacetophenone (1.59 g) in tetrahydrofuran (10 ml) at 70° C. dropwise. The mixture was refluxed for 30 minutes and poured into 1N HCl (50 ml). The mixture was extracted with ethyl acetate (100 ml) and the organic layer was washed with H2O (100 ml), brine (100 ml) and evaporated under reduced pressure. The residue was triturated with acetonitrile (20 ml), collected by... Reactants: FC1=NC=CC=C1B(O)O (2-fluoropyridin-3-ylboronic acid), C([O-])([O-])=O.[K+].[K+] (potassium carbonate), BrC=1C=C2C(=CC1)OC1=NC=C(C=C1C21N=C(OC1)N)OCC(C)(C)OC (7-bromo-3-(2-methoxy-2-methylpropoxy)-5′H-spiro[chromeno[2,3-b]pyridine-5,4′-oxazol]-2′-amine), O (water). The reagents and catalysts are C=1C=CC(=CC1)[P](C=2C=CC=CC2)(C=3C=CC=CC3)[Pd]([P](C=4C=CC=CC4)(C=5C=CC=CC5)C=6C=CC=CC6)([P](C=7C=CC=CC7)(C=8C=CC=CC8)C=9C=CC=CC9)[P](C=1C=CC=CC1)(C=1C=CC=CC1)C=1C=CC=CC1 (palladiumtetrakis). Run in C1CCOC1 (THF), CCOC(=O)C (EtOAc). Yields the product FC1=NC=CC=C1C=1C=C2C(=CC1)OC1=NC=C(C=C1C21N=C(OC1)N)OCC(C)(C)OC (7-(2-fluoropyridin-3-yl)-3-(2-methoxy-2-methylpropoxy)-5′H-spiro[chromeno[2,3-b]pyridine-5,4′-oxazol]-2′-amine). As a reaction SMILES: [F:1][C:2]1[C:7](B(O)O)=[CH:6][CH:5]=[CH:4][N:3]=1.C(=O)([O-])[O-].[K+].[K+].Br[C:18]1[CH:19]=[C:20]2[C:31]3([CH2:35][O:34][C:33]([NH2:36])=[N:32]3)[C:30]3[C:25](=[N:26][CH:27]=[C:28]([O:37][CH2:38][C:39]([O:42][CH3:43])([CH3:41])[CH3:40])[CH:29]=3)[O:24][C:21]2=[CH:22][CH:23]=1.O>C1COCC1.CCOC(C)=O.C1C=CC([P]([Pd]([P](C2C=CC=CC=2)(C2C=CC=CC=2)C2C=CC=CC=2)([P](C2C=CC=CC=2)(C2C=CC=CC=2)C2C=CC=CC=2)[P](C2C=CC=CC=2)(C2C=CC=CC=2)C2C=CC=CC=2)(C2C=CC=CC=2)C2C=CC=CC=2)=CC=1>[F:1][C:2]1[C:7]([C:18]2[CH:19]=[C:20]3[C:31]4([CH2:35][O:34][C:33]([NH2:36])=[N:32]4)[C:30]4[C:25](=[N:26][CH:27]=[C:28]([O:37][CH2:38][C:39]([O:42][CH3:43])([CH3:40])[CH3:41])[CH:29]=4)[O:24][C:21]3=[CH:22][CH:23]=2)=[CH:6][CH:5]=[CH:4][N:3]=1 |f:1.2.3,^1:59,61,80,99|. Procedure: A vial charged with 2-fluoropyridin-3-ylboronic acid (0.156 g, 1.105 mmol), palladiumtetrakis (0.043 g, 0.037 mmol), potassium carbonate (0.255 g, 1.842 mmol), and 7-bromo-3-(2-methoxy-2-methylpropoxy)-5′H-spiro[chromeno[2,3-b]pyridine-5,4′-oxazol]-2′-amine (0.160 g, 0.368 mmol) was dissolved in 3 mL THF and 0.5 mL water and was heated to 110° C. 2 hours. The reaction mixture was diluted with EtOAc and dried over MgSO4. The organcis were concentrated then purified directly by column chromatograp...